Dataset: the Open Reaction Database (ORD), a public repository of structured organic reaction records. Task: describe an organic reaction: reactants, conditions, products, and yield Reactants: O=[N+]([O-])c1cncc(Br)c1NC1CC1, CC(=O)O, [Fe]. The product is Nc1cncc(Br)c1NC1CC1. As a reaction SMILES: [Br:1][c:2]1[cH:3][n:4][cH:5][c:6]([N+:12]([O-:13])=[O:14])[c:7]1[NH:8][CH:9]1[CH2:10][CH2:11]1.[CH3:15][C:16](=[O:17])[OH:18].[Fe:19]>>[Br:1][c:2]1[cH:3][n:4][cH:5][c:6]([NH2:12])[c:7]1[NH:8][CH:9]1[CH2:10][CH2:11]1.